From a dataset of the Open Reaction Database (ORD), a public repository of structured organic reaction records. describe an organic reaction: reactants, conditions, products, and yield Starting materials: CC(C)(C)[O-], CC(C)O, CC(C)O, Cc1cccc(C(=O)CCl)c1, [K+], Cc1ccc(S(=O)(=O)NC(c2ccccc2)C(N)c2ccccc2)cc1. Yields the product Cc1cccc(C(O)CCl)c1. As a reaction SMILES: [CH3:31][C:32]([CH3:33])([O-:34])[CH3:35].[CH:27]([OH:28])([CH3:29])[CH3:30].[CH:48]([OH:49])([CH3:50])[CH3:51].[Cl:37][CH2:38][C:39](=[O:40])[c:41]1[cH:42][c:43]([CH3:47])[cH:44][cH:45][cH:46]1.[K+:36].[c:1]1([CH3:2])[cH:3][cH:4][c:5]([S:6]([NH:7][CH:8]([c:9]2[cH:10][cH:11][cH:12][cH:13][cH:14]2)[CH:15]([c:16]2[cH:17][cH:18][cH:19][cH:20][cH:21]2)[NH2:22])(=[O:23])=[O:24])[cH:25][cH:26]1>>[Cl:37][CH2:38][CH:39]([OH:40])[c:41]1[cH:42][c:43]([CH3:47])[cH:44][cH:45][cH:46]1.